describe an organic reaction: reactants, conditions, products, and yield From a dataset of the Open Reaction Database (ORD), a public repository of structured organic reaction records. The reactants are C(C)N(CCNC(=O)C1=C(NC(=C1C)C=O)C)CC (5-Formyl-2,4-dimethyl-1H-pyrrole-3-carboxylic acid (2-diethylaminoethyl)-amide), CCCCCCCCCC (n-decane), CCCCCCCCC (n-nonane), FC=1C=C2CC(NC2=CC1)=O (5-Fluoro-2-oxindole), CCCCCCCC (n-octane), N1CCCC1 (pyrrolidine). Run in CCCCCCC (n-heptane), CCCCCC (n-hexane), aliphatic hydrocarbons. Product: CCN(CC)CCNC(=O)C1=C(NC(=C1C)/C=C\2/C3=C(C=CC(=C3)F)NC2=O)C (Sunitinib base). As a reaction SMILES: [CH2:1]([N:3]([CH2:18][CH3:19])[CH2:4][CH2:5][NH:6][C:7]([C:9]1[C:13]([CH3:14])=[C:12]([CH:15]=O)[NH:11][C:10]=1[CH3:17])=[O:8])[CH3:2].[F:20][C:21]1[CH:22]=[C:23]2[C:27](=[CH:28][CH:29]=1)[NH:26][C:25](=[O:30])[CH2:24]2.CCCCCCCC.CCCCCCCCC.CCCCCCCCCC.N1CCCC1>CCCCCCC.CCCCCC>[CH3:2][CH2:1][N:3]([CH2:4][CH2:5][NH:6][C:7]([C:9]1[C:13]([CH3:14])=[C:12](/[CH:15]=[C:24]2/[C:23]3[CH:22]=[C:21]([F:20])[CH:29]=[CH:28][C:27]=3[NH:26][C:25]/2=[O:30])[NH:11][C:10]=1[CH3:17])=[O:8])[CH2:18][CH3:19]. Procedure: According to the process of the present invention, 5-Formyl-2,4-dimethyl-1H-pyrrole-3-carboxylic acid (2-diethylaminoethyl)-amide (IX) and 5-Fluoro-1,3-dihydro-indol-2-one (X) in non-polar aliphatic hydrocarbons solvents like n-hexane, n-heptane, n-octane, n-nonane or n-decane are reacted in presence of catalytic amount of pyrrolidine as base at reflux temperature for 6-12 hours. The resultant Sunitinib base is again triturated with the same solvent at reflux temperature for 1-2 hours and isolat... The reactants are CC1(c2ccc3cc(OC4CCC(C(C)(C)C)CC4)ccc3c2)COC(=O)N1, CCO, [Li+], [OH-], O, O. The product is CC(N)(CO)c1ccc2cc(OC3CCC(C(C)(C)C)CC3)ccc2c1. Reaction SMILES: [C:1]([CH3:2])([CH3:3])([CH3:4])[CH:5]1[CH2:6][CH2:7][CH:8]([O:11][c:12]2[cH:13][c:14]3[cH:15][cH:16][c:17]([C:22]4([CH3:28])[NH:23][C:24](=[O:27])[O:25][CH2:26]4)[cH:18][c:19]3[cH:20][cH:21]2)[CH2:9][CH2:10]1.[CH3:29][CH2:30][OH:31].[Li+:34].[OH-:33].[OH2:32].[OH2:35]>>[C:1]([CH3:2])([CH3:3])([CH3:4])[CH:5]1[CH2:6][CH2:7][CH:8]([O:11][c:12]2[cH:13][c:14]3[cH:15][cH:16][c:17]([C:22]([NH2:23])([CH2:26][OH:25])[CH3:28])[cH:18][c:19]3[cH:20][cH:21]2)[CH2:9][CH2:10]1. The reactants are solution, B(Br)(Br)Br (boron tribromide), solution, B(Br)(Br)Br (boron tribromide), saturated aqueous solution, C(O)([O-])=O.[Na+] (sodium hydrogencarbonate), FC1=C(OC=2N=CC3=C(N2)OC(=N3)C3=CC(=C(C(=C3)C)OC)C)C=CC=C1 (5-(2-fluoro-phenoxy)-2-(4-methoxy-3,5-dimethyl-phenyl)-oxazolo[5,4-d]pyrimidine). Solvent: ClCCl (dichloromethane), ClCCl (dichloromethane), ClCCl (dichloromethane). Reaction conditions: temperature 0 celsius, time 10 minute. Product: FC1=C(OC=2N=CC3=C(N2)OC(=N3)C3=CC(=C(C(=C3)C)O)C)C=CC=C1 (4-[5-(2-Fluoro-phenoxy)-oxazolo[5,4-d]pyrimidin-2-yl]-2,6-dimethyl-phenol). The yield is 90.7%. As a reaction SMILES: [F:1][C:2]1[CH:27]=[CH:26][CH:25]=[CH:24][C:3]=1[O:4][C:5]1[N:6]=[CH:7][C:8]2[N:13]=[C:12]([C:14]3[CH:19]=[C:18]([CH3:20])[C:17]([O:21]C)=[C:16]([CH3:23])[CH:15]=3)[O:11][C:9]=2[N:10]=1.B(Br)(Br)Br.C(=O)([O-])O.[Na+]>ClCCl>[F:1][C:2]1[CH:27]=[CH:26][CH:25]=[CH:24][C:3]=1[O:4][C:5]1[N:6]=[CH:7][C:8]2[N:13]=[C:12]([C:14]3[CH:15]=[C:16]([CH3:23])[C:17]([OH:21])=[C:18]([CH3:20])[CH:19]=3)[O:11][C:9]=2[N:10]=1 |f:2.3|. Reported procedure: A solution of 510 mg of 5-(2-fluoro-phenoxy)-2-(4-methoxy-3,5-dimethyl-phenyl)-oxazolo[5,4-d]pyrimidine in 20 ml of dichloromethane was cooled to 0° C. Over a period of 10 min, 4.2 ml of a 1 M solution of boron tribromide in dichloromethane was added. The mixture was stirred at 0° C. for 1 h, and then another 2 ml of a 1 M solution of boron tribromide in dichloromethane were added. After stirring for another 1 h, 10 ml of a saturated aqueous solution of sodium hydrogencarbonate were added slowly... Starting materials: N (ammonia), NC1=CC=CC=C1 (Aniline), C[Si](C)(C)C#N (trimethylsilylcyanide), [C@@H]1(CCC2=CC=CC=C12)N1CCC(CC1)=O ((S)-1-Indan-1-yl-piperidine-4-one). Run in C(C)(=O)O (acetic acid). Run at time 45 minute. The product is [C@@H]1(CCC2=CC=CC=C12)N1CCC(CC1)(C#N)NC1=CC=CC=C1 ((S)-1-Indan-1-yl-4-phenylamino-piperidine-4-carbonitrile). RXN SMILES: [C@@H:1]1([N:10]2[CH2:15][CH2:14][C:13](=O)[CH2:12][CH2:11]2)[C:9]2[C:4](=[CH:5][CH:6]=[CH:7][CH:8]=2)[CH2:3][CH2:2]1.[NH2:17][C:18]1[CH:23]=[CH:22][CH:21]=[CH:20][CH:19]=1.C[Si]([C:28]#[N:29])(C)C.N>C(O)(=O)C>[C@@H:1]1([N:10]2[CH2:15][CH2:14][C:13]([NH:17][C:18]3[CH:23]=[CH:22][CH:21]=[CH:20][CH:19]=3)([C:28]#[N:29])[CH2:12][CH2:11]2)[C:9]2[C:4](=[CH:5][CH:6]=[CH:7][CH:8]=2)[CH2:3][CH2:2]1. Procedure: (S)-1-Indan-1-yl-piperidine-4-one (31 mmol) was dissolved in acetic acid (28 ml). Aniline (33 mmol) and trimethylsilylcyanide (31 mmol) were added and the mixture was stirred for 45 min. at room temperature. The reaction mixture was poured into cold ammonia solution (water/28% ammonia, 50 ml/30 ml). The solution was adjusted to pH 10 and extracted with methylene chloride. Organic phases were pooled, dried with sodium sulfate and concentrated. Crystallization from diethylether yielded the desired... Reactants: [H-].[Al+3].[Li+].[H-].[H-].[H-] (lithium aluminum hydride), C(C)OC(C1=CC=C(C=C1)C1=CC2=C(N=CN=C2NCC2=CC(=CC=C2)Cl)N1)=O (4-[4-(3-Chloro-benzylamino)-7H-pyrrolo[2,3-d]pyrimidin-6-yl]-benzoic acid ethyl ester), C1CCOC1.O (THF water), [OH-].[Na+] (sodium hydroxide). Solvent: C1CCOC1 (THF), O (water). Conditions: temperature 60 celsius, time 10 minute. Product: ClC=1C=C(CNC=2C3=C(N=CN2)NC(=C3)C3=CC=C(C=C3)CO)C=CC1 ({4-[4-(3Chloro-benzylamino)-7H-pyrrolo[2,3-d]pyrimidin-6-yl]-phenyl}methanol). RXN SMILES: [H-].[Al+3].[Li+].[H-].[H-].[H-].C([O:9][C:10](=O)[C:11]1[CH:16]=[CH:15][C:14]([C:17]2[NH:34][C:20]3[N:21]=[CH:22][N:23]=[C:24]([NH:25][CH2:26][C:27]4[CH:32]=[CH:31][CH:30]=[C:29]([Cl:33])[CH:28]=4)[C:19]=3[CH:18]=2)=[CH:13][CH:12]=1)C.C1COCC1.O.[OH-].[Na+]>C1COCC1.O>[Cl:33][C:29]1[CH:28]=[C:27]([CH:32]=[CH:31][CH:30]=1)[CH2:26][NH:25][C:24]1[C:19]2[CH:18]=[C:17]([C:14]3[CH:13]=[CH:12][C:11]([CH2:10][OH:9])=[CH:16][CH:15]=3)[NH:34][C:20]=2[N:21]=[CH:22][N:23]=1 |f:0.1.2.3.4.5,7.8,9.10|. Procedure details: 2.236 g (0.059 mol) lithium aluminum hydride are suspended in 600 ml dry THF at RT. 4-[4-(3-Chloro-benzylamino)-7H-pyrrolo[2,3-d]pyrimidin-6-yl]-benzoic acid ethyl ester (4.8 g, 0.0118 mol) is added in portions over 5 min and the resulting mixture is heated to 60° C. for 1 h. The mixture is cooled in an ice bath to about 10° C. and treated sequentially with THF/water 1:1 (2.24 ml), 15% sodium hydroxide solution (4.48 ml) and water (6.72 ml). The solid aluminum complex is removed by filtration (H... The reactants are NC1(C(C1)CO)C1=CC(=CC=C1)[N+](=O)[O-] (((1RS,2SR)-2-amino-2-(3-nitrophenyl)cyclopropyl)methanol), C(C)(C)N(CC)C(C)C (diisopropylethylamine), ClC(=O)OC (methyl chloroformate). The solvent is ClCCl (dichloromethane). Conditions: time 16 hour. The product is OCC1C(C1)(C1=CC(=CC=C1)[N+](=O)[O-])NC(OC)=O (methyl (1SR,2RS)-2-(hydroxymethyl)-1-(3-nitrophenyl)cyclopropylcarbamate). The yield is 96.4%. Reaction SMILES: [NH2:1][C:2]1([C:7]2[CH:12]=[CH:11][CH:10]=[C:9]([N+:13]([O-:15])=[O:14])[CH:8]=2)[CH2:4][CH:3]1[CH2:5][OH:6].C(N(C(C)C)CC)(C)C.Cl[C:26]([O:28][CH3:29])=[O:27]>ClCCl>[OH:6][CH2:5][CH:3]1[CH2:4][C:2]1([NH:1][C:26](=[O:27])[O:28][CH3:29])[C:7]1[CH:12]=[CH:11][CH:10]=[C:9]([N+:13]([O-:15])=[O:14])[CH:8]=1. Procedure details: Step b) To a solution of ((1RS,2SR)-2-amino-2-(3-nitrophenyl)cyclopropyl)methanol (2.85 g, 13.7 mmol, Eq: 1.00) in dichloromethane (27.4 ml) was added at 5° C. diisopropylethylamine (2.65 g, 3.59 ml, 20.5 mmol, Eq: 1.5) and methyl chloroformate (1.42 g, 1.17 ml, 15.1 mmol, Eq: 1.1) dropwise via syringe. The reaction mixture was stirred at rt for 16 hours. The reaction mixture was extracted with sat NaHCO3 solution and dichloromethane. The organic layer was washed with water and brine, the aqueou... The reactants are OCC(C(=O)O)(C)CO (3-hydroxyl-2-hydroxymethyl-2-methylpropionic acid), O.C1(=CC=C(C=C1)S(=O)(=O)O)C (p-toluenesulfonic acid monohydrate), O.C1(=CC=C(C=C1)S(=O)(=O)O)C (p-toluenesulfonic acid monohydrate). Run at time 6 hour. Yields the product CC1(OC(CO1)(C(=O)O)C)C (2,2,5-trimethyl-[1,3]dioxolane-5-carboxylic acid). Isolated yield 416.3%. RXN SMILES: OC[C:3]([CH2:8][OH:9])([CH3:7])[C:4]([OH:6])=[O:5].[OH2:10].[C:11]1([CH3:21])C=CC(S(O)(=O)=O)=C[CH:12]=1>>[CH3:12][C:11]1([CH3:21])[O:9][CH2:8][C:3]([CH3:7])([C:4]([OH:6])=[O:5])[O:10]1 |f:1.2|. Procedure: To 1.34 g of 3-hydroxyl-2-hydroxymethyl-2-methylpropionic acid and 13 ml of acetonedimethylacetal was added 95 mg of p-toluenesulfonic acid monohydrate at room temperature, and the mixture was stirred for 6 hours. Further added thereto was 95 mg of p-toluenesulfonic acid monohydrate, and the mixture was stirred overnight. The solution was concentrated and poured into water and extracted. The aqueous layer was extracted with chloroform. The combined organic layers were washed with saturated brine... Reactants: C(C)OC(=O)C=1C(=C2N(N=CC(=C2NC2=CC=C(C=C2)OC2=CC=CC=C2)C#N)C1)C (3-Cyano-5-methyl-4-[(4-phenoxyphenyl)amino]pyrrolo[1,2-b]pyridazine-6-carboxylic acid ethyl ester), solution, C[Mg+].[Br-] (MeMgBr). Solvent: C1CCOC1 (THF), CCOCC (ether). Product: OC(C)(C)C=1C(=C2N(N=CC(=C2NC2=CC=C(C=C2)OC2=CC=CC=C2)C#N)C1)C (6-(1-Hydroxy-1-methyl-ethyl)-5-methyl-4-(4-phenoxy-phenylamino)-pyrrolo[1,2-b]pyridazine-3-carbonitrile). The yield is 127.2%. Reaction SMILES: C(OC([C:6]1[C:7]([CH3:31])=[C:8]2[C:13]([NH:14][C:15]3[CH:20]=[CH:19][C:18]([O:21][C:22]4[CH:27]=[CH:26][CH:25]=[CH:24][CH:23]=4)=[CH:17][CH:16]=3)=[C:12]([C:28]#[N:29])[CH:11]=[N:10][N:9]2[CH:30]=1)=O)C.C[Mg+].[Br-]>C1COCC1.CCOCC>[OH:21][C:18]([C:6]1[C:7]([CH3:31])=[C:8]2[C:13]([NH:14][C:15]3[CH:16]=[CH:17][C:18]([O:21][C:22]4[CH:27]=[CH:26][CH:25]=[CH:24][CH:23]=4)=[CH:19][CH:20]=3)=[C:12]([C:28]#[N:29])[CH:11]=[N:10][N:9]2[CH:30]=1)([CH3:19])[CH3:17] |f:1.2|. Procedure details: To a solution of compound 3A (124 mg, 0.30 mmol) in THF (5 mL) at 0° C. was slowly added a 3.0 M solution of MeMgBr in ether (0.40 mL, 1.20 mmol. The reaction was warmed to room temperature and then heated at 50° C. for 1 h. After cooling to room temperature, the reaction was quenched with EtOAc (20 mL) and saturated aqueous NH4Cl (20 mL) was added. The resulting two layers were separated and the organic layer washed with brine, dried over Na2SO4 and concentrated to an orange oil. This crude oil... Starting materials: potassium t-butylate, [Br-].C(=O)(O)CC(CC[P+](C1=CC=CC=C1)(C1=CC=CC=C1)C1=CC=CC=C1)C ((4-carboxy-3-methyl-butyl)-triphenylphosphonium bromide), BrCCCCCCCCCC=O (10-bromodecanal), crude product. Solvent: C1CCOC1 (THF), C1CCOC1 (THF). Yields the product CC(CC(=O)O)C\C=C/CCCCCCCCCBr (3-methyl-5Z-15-bromopentadec-5-enoic acid). Yield: 58.4%. RXN SMILES: [Br-].[C:2]([CH2:5][CH:6]([CH3:28])[CH2:7][CH2:8][P+](C1C=CC=CC=1)(C1C=CC=CC=1)C1C=CC=CC=1)([OH:4])=[O:3].[Br:29][CH2:30][CH2:31][CH2:32][CH2:33][CH2:34][CH2:35][CH2:36][CH2:37][CH2:38][CH:39]=O>C1COCC1>[CH3:28][CH:6]([CH2:7]/[CH:8]=[CH:39]\[CH2:38][CH2:37][CH2:36][CH2:35][CH2:34][CH2:33][CH2:32][CH2:31][CH2:30][Br:29])[CH2:5][C:2]([OH:4])=[O:3] |f:0.1|. Procedure details: 68.1 g (149 mmol) of (4-carboxy-3-methyl-butyl)-triphenylphosphonium bromide were placed in 150 ml of THF and treated with 33.4 g (298 mmol) of potassium t-butylate in 50 ml of THF. 35 g (149 mmol) of 10-bromodecanal were added to this mixture After usual work up 111.8 g of crude product were obtained and, after chromatography, 29 g of 3-methyl-5Z-15-bromopentadec-5-enoic acid were obtained having the following characteristics: